From a dataset of the Open Reaction Database (ORD), a public repository of structured organic reaction records. describe an organic reaction: reactants, conditions, products, and yield The reactants are BrC=1C=CC(=C(C(=O)NC=2C=NC=CC2)C1)OCC1=CC=CC=C1 (5-Bromo-2-[(phenylmethyl)oxy]-N-3-Pyridinylbenzamide), C([O-])([O-])=O.[Na+].[Na+] (sodium carbonate), CC1(OB(OC1(C)C)C=1C=NC=CC1)C (3-(4,4,5,5-tetramethyl-1,3,2-dioxaborolan-2-yl)pyridine). Reagents/catalysts: C=1C=CC(=CC1)[P](C=2C=CC=CC2)(C=3C=CC=CC3)[Pd]([P](C=4C=CC=CC4)(C=5C=CC=CC5)C=6C=CC=CC6)([P](C=7C=CC=CC7)(C=8C=CC=CC8)C=9C=CC=CC9)[P](C=1C=CC=CC1)(C=1C=CC=CC1)C=1C=CC=CC1 (tetrakis(triphenylphosphine)palladium(0)). Solvent: O1CCOCC1 (1,4-dioxane). Conditions: temperature 100 celsius. The product is C1(=CC=CC=C1)COC1=C(C(=O)NC=2C=NC=CC2)C=C(C=C1)C=1C=NC=CC1 (2-[(Phenylmethyl)oxy]-N,5-di-3-pyridinylbenzamide). As a reaction SMILES: Br[C:2]1[CH:3]=[CH:4][C:5]([O:17][CH2:18][C:19]2[CH:24]=[CH:23][CH:22]=[CH:21][CH:20]=2)=[C:6]([CH:16]=1)[C:7]([NH:9][C:10]1[CH:11]=[N:12][CH:13]=[CH:14][CH:15]=1)=[O:8].C(=O)([O-])[O-].[Na+].[Na+].CC1(C)C(C)(C)OB([C:39]2[CH:40]=[N:41][CH:42]=[CH:43][CH:44]=2)O1>C1C=CC([P]([Pd]([P](C2C=CC=CC=2)(C2C=CC=CC=2)C2C=CC=CC=2)([P](C2C=CC=CC=2)(C2C=CC=CC=2)C2C=CC=CC=2)[P](C2C=CC=CC=2)(C2C=CC=CC=2)C2C=CC=CC=2)(C2C=CC=CC=2)C2C=CC=CC=2)=CC=1.O1CCOCC1>[C:19]1([CH2:18][O:17][C:5]2[CH:4]=[CH:3][C:2]([C:39]3[CH:40]=[N:41][CH:42]=[CH:43][CH:44]=3)=[CH:16][C:6]=2[C:7]([NH:9][C:10]2[CH:11]=[N:12][CH:13]=[CH:14][CH:15]=2)=[O:8])[CH:24]=[CH:23][CH:22]=[CH:21][CH:20]=1 |f:1.2.3,^1:49,51,70,89|. Procedure details: To a microwave vial was added 5-bromo-2-[(phenylmethyl)oxy]-N-3-pyridinylbenzamide (may be prepared as described in example 2; 200 mg, 0.52 mmol), 1,4-dioxane (2 ml), 1M sodium carbonate (1.04 ml, 1.04 mmol), 3-(4,4,5,5-tetramethyl-1,3,2-dioxaborolan-2-yl)pyridine (107 mg, 0.52 mmol) and tetrakis(triphenylphosphine)palladium(0) (36.2 mg, 0.03 mmol). The vial was sealed and heated to 100° C. for 30 min under microwave conditions. The mixture was evaporated under reduced pressure and the residue w...